Dataset: the Open Reaction Database (ORD), a public repository of structured organic reaction records. Task: describe an organic reaction: reactants, conditions, products, and yield Starting materials: C(C1=CC=CC=C1)SC1=C(C=CC(=C1)OC1=C(C=C(C=C1)C(F)(F)F)Cl)[N+](=O)[O-] (2-benzylthio-4-(2-chloro-4-trifluoromethylphenoxy)nitrobenzene), P(O)(O)[O-].[Na+] (sodium dihydrogen phosphite). The reagents and catalysts are [Pd] (palladium on carbon). The solvent is C(C)O (ethanol). Product: C(C1=CC=CC=C1)SC1=C(N)C=CC(=C1)OC1=C(C=C(C=C1)C(F)(F)F)Cl (2-benzylthio-4-(2-chloro-4-trifluoromethylphenoxy)aniline). RXN SMILES: [CH2:1]([S:8][C:9]1[CH:14]=[C:13]([O:15][C:16]2[CH:21]=[CH:20][C:19]([C:22]([F:25])([F:24])[F:23])=[CH:18][C:17]=2[Cl:26])[CH:12]=[CH:11][C:10]=1[N+:27]([O-])=O)[C:2]1[CH:7]=[CH:6][CH:5]=[CH:4][CH:3]=1.P([O-])(O)O.[Na+]>C(O)C.[Pd]>[CH2:1]([S:8][C:9]1[CH:14]=[C:13]([O:15][C:16]2[CH:21]=[CH:20][C:19]([C:22]([F:25])([F:23])[F:24])=[CH:18][C:17]=2[Cl:26])[CH:12]=[CH:11][C:10]=1[NH2:27])[C:2]1[CH:3]=[CH:4][CH:5]=[CH:6][CH:7]=1 |f:1.2|. Reported procedure: 2 g of 1B was dissolved in 30 ml of ethanol and 0.5 g of 5% palladium on carbon catalyst and 10% aqueous sodium dihydrogen phosphite added in portions until vigorous effervescence ceased. The reaction mixture was filtered, extracted with 400 ml of a 1:1 v:v mixture of ethylene dichloride/water, and the organic layer separated and dried. Chromatographic purification yielded 2-benzylthio-4-(2-chloro-4-trifluoromethylphenoxy)aniline (1C) as a brown oil. Reactants: C1CCOC1, Cc1cccc(C)c1CO, CC(C)OC(=O)N=NC(=O)OC(C)C, CCOC(=O)c1ccc(OC)c(O)c1, c1ccc(P(c2ccccc2)c2ccccc2)cc1. Yields the product CCOC(=O)c1ccc(OC)c(OCc2c(C)cccc2C)c1. As a reaction SMILES: [CH2:58]1[O:59][CH2:60][CH2:61][CH2:62]1.[CH3:29][c:30]1[c:31]([CH2:32][OH:33])[c:34]([CH3:38])[cH:35][cH:36][cH:37]1.[O:15]=[C:16]([O:17][CH:18]([CH3:19])[CH3:20])[N:21]=[N:22][C:23]([O:24][CH:25]([CH3:26])[CH3:27])=[O:28].[OH:1][c:2]1[cH:3][c:4]([C:5](=[O:6])[O:7][CH2:8][CH3:9])[cH:10][cH:11][c:12]1[O:13][CH3:14].[c:39]1([P:40]([c:41]2[cH:42][cH:43][cH:44][cH:45][cH:46]2)[c:47]2[cH:48][cH:49][cH:50][cH:51][cH:52]2)[cH:53][cH:54][cH:55][cH:56][cH:57]1>>[O:1]([c:2]1[cH:3][c:4]([C:5](=[O:6])[O:7][CH2:8][CH3:9])[cH:10][cH:11][c:12]1[O:13][CH3:14])[CH2:32][c:31]1[c:30]([CH3:29])[cH:37][cH:36][cH:35][c:34]1[CH3:38]. Reactants: BrC=1C(=NNC1)C=1C(=C(C=CC1F)N(S(=O)(=O)C1=C(C=CC(=C1)F)F)COCCOC)F (N-[3-(4-bromo-1H-pyrazol-3-yl)-2,4-difluoro-phenyl]-2,5-difluoro-N-(2-methoxy-ethoxymethyl)-benzenesulfonamide), C(C)I (ethyl iodide), [OH-].[Na+] (sodium hydroxide). Reagents/catalysts: CCCC[N+](CCCC)(CCCC)CCCC.[Br-] (TBAB). Run in C(Cl)Cl (DCM), C(Cl)Cl (DCM). Conditions: time 3 hour. The product is BrC=1C(=NN(C1)CC)C=1C(=C(C=CC1F)N(S(=O)(=O)C1=C(C=CC(=C1)F)F)COCCOC)F (N-[3-(4-bromo-1-ethyl-1H-pyrazol-3-yl)-2,4-difluoro-phenyl]-2,5-difluoro-N-(2-methoxy-ethoxymethyl)-benzenesulfonamide), BrC1=C(N(N=C1)CC)C=1C(=C(C=CC1F)N(S(=O)(=O)C1=C(C=CC(=C1)F)F)COCCOC)F (N-[3-(4-bromo-2-ethyl-2H-pyrazol-3-yl)-2,4-difluoro-phenyl]-2,5-difluoro-N-(2-methoxy-ethoxymethyl)-benzenesulfonamide). Isolated yield 26.0%. RXN SMILES: [Br:1][C:2]1[C:3]([C:7]2[C:8]([F:32])=[C:9]([N:14]([CH2:26][O:27][CH2:28][CH2:29][O:30][CH3:31])[S:15]([C:18]3[CH:23]=[C:22]([F:24])[CH:21]=[CH:20][C:19]=3[F:25])(=[O:17])=[O:16])[CH:10]=[CH:11][C:12]=2[F:13])=[N:4][NH:5][CH:6]=1.[OH-].[Na+].[CH2:35](I)[CH3:36]>C(Cl)Cl.CCCC[N+](CCCC)(CCCC)CCCC.[Br-]>[Br:1][C:2]1[C:3]([C:7]2[C:8]([F:32])=[C:9]([N:14]([CH2:26][O:27][CH2:28][CH2:29][O:30][CH3:31])[S:15]([C:18]3[CH:23]=[C:22]([F:24])[CH:21]=[CH:20][C:19]=3[F:25])(=[O:17])=[O:16])[CH:10]=[CH:11][C:12]=2[F:13])=[N:4][N:5]([CH2:35][CH3:36])[CH:6]=1.[Br:1][C:2]1[CH:6]=[N:5][N:4]([CH2:35][CH3:36])[C:3]=1[C:7]1[C:8]([F:32])=[C:9]([N:14]([CH2:26][O:27][CH2:28][CH2:29][O:30][CH3:31])[S:15]([C:18]2[CH:23]=[C:22]([F:24])[CH:21]=[CH:20][C:19]=2[F:25])(=[O:17])=[O:16])[CH:10]=[CH:11][C:12]=1[F:13] |f:1.2,5.6|. Procedure: N-[3-(4-bromo-1H-pyrazol-3-yl)-2,4-difluoro-phenyl]-2,5-difluoro-N-(2-methoxy-ethoxymethyl)-benzenesulfonamide (584 mg, 1.085 mmol) was dissolved in DCM (5 mL). 32% sodium hydroxide was added (5 mL) followed by ethyl iodide (0.13 mL, 1.628 mmol, 1.5 eq) and TBAB (58 mg, 0.18 mmol, 0.17 eq) and the biphasic mixture was vigorously stirred at room temperature for 3 hours. The reaction mixture was then diluted with DCM, washed with water and brine, dried over Na2SO4 and evaporated to dryness. The tw... The reactants are CCOC(CBr)(OCC)C(=NOC)C(=O)O, CN(C)C=O, CC(C)=O, NC1C(=O)N2C1SCC(O)C2C(=O)O, C1CCOC1, O, O=P(Cl)(Cl)Cl. Yields the product CCOC(CBr)(OCC)C(=NOC)C(=O)NC1C(=O)N2C1SCC(O)C2C(=O)O. RXN SMILES: [CH3:15][O:16][N:17]=[C:18]([C:19](=[O:20])[OH:21])[C:22]([CH2:23][Br:24])([O:25][CH2:26][CH3:27])[O:28][CH2:29][CH3:30].[CH3:36][N:37]([CH3:38])[CH:39]=[O:40].[CH3:46][C:47](=[O:48])[CH3:49].[NH2:1][CH:2]1[CH:3]2[N:4]([CH:5]([C:10](=[O:11])[OH:12])[CH:6]([OH:9])[CH2:7][S:8]2)[C:13]1=[O:14].[O:41]1[CH2:42][CH2:43][CH2:44][CH2:45]1.[OH2:50].[P:31]([Cl:32])([Cl:33])([Cl:34])=[O:35]>>[NH:1]([CH:2]1[CH:3]2[N:4]([CH:5]([C:10](=[O:11])[OH:12])[CH:6]([OH:9])[CH2:7][S:8]2)[C:13]1=[O:14])[C:19]([C:18](=[N:17][O:16][CH3:15])[C:22]([CH2:23][Br:24])([O:25][CH2:26][CH3:27])[O:28][CH2:29][CH3:30])=[O:20]. Starting materials: CC(=O)CC1=C(C(=O)OC(c2ccccc2)c2ccccc2)N2C(=O)C(NC(=O)OC(C)(C)C)C2SC1, CCCCCC, CC1(C)CCCC(C)(C)N1, CCOC(C)=O, [Li]CCCC, C1CCOC1, Cc1ccc(S(=O)(=O)Cl)cc1. Product: CC(=CC1=C(C(=O)OC(c2ccccc2)c2ccccc2)N2C(=O)C(NC(=O)OC(C)(C)C)C2SC1)OS(=O)(=O)c1ccc(C)cc1. As a reaction SMILES: [CH2:16]([C:17](=[O:18])[CH3:19])[C:20]1=[C:21]([C:37](=[O:38])[O:39][CH:40]([c:41]2[cH:42][cH:43][cH:44][cH:45][cH:46]2)[c:47]2[cH:48][cH:49][cH:50][cH:51][cH:52]2)[N:22]2[C:23](=[O:36])[CH:24]([NH:28][C:29](=[O:30])[O:31][C:32]([CH3:33])([CH3:34])[CH3:35])[CH:25]2[S:26][CH2:27]1.[CH3:64][CH2:65][CH2:66][CH2:67][CH2:68][CH3:69].[CH3:6][C:7]1([CH3:8])[CH2:9][CH2:10][CH2:11][C:12]([CH3:13])([CH3:14])[NH:15]1.[CH3:75][CH2:76][O:77][C:78](=[O:79])[CH3:80].[Li:1][CH2:2][CH2:3][CH2:4][CH3:5].[O:70]1[CH2:71][CH2:72][CH2:73][CH2:74]1.[c:53]1([CH3:63])[cH:54][cH:55][c:56]([S:59](=[O:60])(=[O:61])[Cl:62])[cH:57][cH:58]1>>[CH:16](=[C:17]([O:18][S:59]([c:56]1[cH:55][cH:54][c:53]([CH3:63])[cH:58][cH:57]1)(=[O:60])=[O:61])[CH3:19])[C:20]1=[C:21]([C:37](=[O:38])[O:39][CH:40]([c:41]2[cH:42][cH:43][cH:44][cH:45][cH:46]2)[c:47]2[cH:48][cH:49][cH:50][cH:51][cH:52]2)[N:22]2[C:23](=[O:36])[CH:24]([NH:28][C:29](=[O:30])[O:31][C:32]([CH3:33])([CH3:34])[CH3:35])[CH:25]2[S:26][CH2:27]1. Starting materials: FC=1C=CC(=C(C1)C(CC(CNC1=C2C=CC(=NC2=CC=C1)C(F)(F)F)(O)C(F)(F)F)(C)C)OC (4-(5-fluoro-2-methoxyphenyl)-4-methyl-2-trifluoromethyl-1-(2-(trifluoromethyl)quinolin-5-ylamino)pentan-2-ol), B(Br)(Br)Br (boron tribromide), CO (methanol). Solvent: ClCCl (dichloromethane). Reaction conditions: time 20 hour. The product is FC=1C=CC(=C(C1)C(CC(CNC1=C2C=CC(=NC2=CC=C1)C(F)(F)F)(O)C(F)(F)F)(C)C)O (4-(5-Fluoro-2-hydroxyphenyl)-4-methyl-2-trifluoromethyl-1-(2-(trifluoromethyl)-quinolin-5-ylamino)pentan-2-ol). Reaction SMILES: [F:1][C:2]1[CH:3]=[CH:4][C:5]([O:34]C)=[C:6]([C:8]([CH3:33])([CH3:32])[CH2:9][C:10]([C:28]([F:31])([F:30])[F:29])([OH:27])[CH2:11][NH:12][C:13]2[CH:22]=[CH:21][CH:20]=[C:19]3[C:14]=2[CH:15]=[CH:16][C:17]([C:23]([F:26])([F:25])[F:24])=[N:18]3)[CH:7]=1.B(Br)(Br)Br.CO>ClCCl>[F:1][C:2]1[CH:3]=[CH:4][C:5]([OH:34])=[C:6]([C:8]([CH3:32])([CH3:33])[CH2:9][C:10]([C:28]([F:29])([F:30])[F:31])([OH:27])[CH2:11][NH:12][C:13]2[CH:22]=[CH:21][CH:20]=[C:19]3[C:14]=2[CH:15]=[CH:16][C:17]([C:23]([F:26])([F:24])[F:25])=[N:18]3)[CH:7]=1. Procedure details: 100 mg (0.20 mmol) of 4-(5-fluoro-2-methoxyphenyl)-4-methyl-2-trifluoromethyl-1-(2-(trifluoromethyl)quinolin-5-ylamino)pentan-2-ol in 2.0 ml of dichloromethane is mixed at room temperature with 4.0 ml (4.0 mmol) of a 1 M boron tribromide solution. After 20 hours at room temperature, the reaction is brought to a halt by adding 20 ml of methanol. The reaction mixture is allowed to stir for 30 minutes at room temperature, and then the solvent is removed in a vacuum. After chromatography on silica g... Reactants: NC1=C(OC=2C=C(CNC([O-])=O)C=CC2)C=C(C=C1)Cl (3-(2-amino-5-chlorophenoxy)benzylcarbamate), BrCC(=O)OCC (ethyl bromoacetate), C([O-])([O-])=O.[K+].[K+] (potassium carbonate), CN(C=O)C (N,N-dimethylformamide). Solvent: O (water). Conditions: temperature 60 celsius, time 12 hour. Product: C(C)(C)(C)OC(=O)NCC=1C=C(OC2=C(C=CC(=C2)Cl)NCC(=O)OCC)C=CC1 (ethyl 2-[2-[3-(tert-butoxycarbonylaminomethyl)phenoxy]-4-chlorophenyl]aminoacetate). The yield is 131.8%. As a reaction SMILES: [NH2:1][C:2]1[CH:19]=[CH:18][C:17]([Cl:20])=[CH:16][C:3]=1[O:4][C:5]1[CH:6]=[C:7]([CH:13]=[CH:14][CH:15]=1)[CH2:8][NH:9][C:10](=[O:12])[O-:11].Br[CH2:22][C:23]([O:25][CH2:26][CH3:27])=[O:24].C(=O)([O-])[O-].[K+].[K+].CN(C)C=O>O>[C:7]([O:12][C:10]([NH:9][CH2:8][C:7]1[CH:6]=[C:5]([CH:15]=[CH:14][CH:13]=1)[O:4][C:3]1[CH:16]=[C:17]([Cl:20])[CH:18]=[CH:19][C:2]=1[NH:1][CH2:22][C:23]([O:25][CH2:26][CH3:27])=[O:24])=[O:11])([CH3:13])([CH3:8])[CH3:6] |f:2.3.4|. Procedure details: A mixture of tert-butyl[3-(2-amino-5-chlorophenoxy)benzylcarbamate (5.2 g, 15 mmols), ethyl bromoacetate (3.3 ml, 30 mmols), potassium carbonate (2.1 g, 15 mmols) and N,N-dimethylformamide (30 ml) was stirred at 60° C. for 12 hours. The reaction mixture was cooled, poured into water, and extracted with ethyl acetate. The extract was washed with water, and then dried with anhydrous magnesium sulfate. This was concentrated under reduced pressure, and the residue was purified through silica gel col... The reactants are NC1=C(C=C(C[C@@H]2CS(C[C@@H]3N(C(O[C@@H]23)=O)CC2=CC(=CC=C2)C(C)(C)C)(=O)=O)C=C1I)F ((3aR,7S,7aS)-7-(4-amino-3-fluoro-5-iodo-benzyl)-3-(3-tert-butyl-benzyl)-5,5-dioxo-hexahydro-1-oxa-5lambda*6*-thia-3-aza-inden-2-one), COC(N(C)C)OC (N,N-dimethylformamid-dimethylacetal). Solvent: C1(=CC=CC=C1)C (toluene). Run at temperature 150 celsius. The product is C(C)(C)(C)C=1C=C(CN2C(O[C@H]3[C@@H](CS(C[C@H]23)(=O)=O)CC2=CC(=C(C(=C2)I)N=CN(C)C)F)=O)C=CC1 (N′-{4-[(3aR*,7S*,7aS*)-3-(3-tert-Butyl-benzyl)-2,5,5-trioxo-octahydro-1-oxa-5lambda*6*-thia-3-aza-inden-7-ylmethyl]-2-fluoro-6-iodo-phenyl}-N,N-dimethyl-form-amidine). RXN SMILES: [NH2:1][C:2]1[C:31]([I:32])=[CH:30][C:5]([CH2:6][C@H:7]2[C@H:15]3[C@@H:11]([N:12]([CH2:17][C:18]4[CH:23]=[CH:22][CH:21]=[C:20]([C:24]([CH3:27])([CH3:26])[CH3:25])[CH:19]=4)[C:13](=[O:16])[O:14]3)[CH2:10][S:9](=[O:29])(=[O:28])[CH2:8]2)=[CH:4][C:3]=1[F:33].CO[CH:36](OC)[N:37]([CH3:39])[CH3:38]>C1(C)C=CC=CC=1>[C:24]([C:20]1[CH:19]=[C:18]([CH:23]=[CH:22][CH:21]=1)[CH2:17][N:12]1[C@@H:11]2[C@H:15]([C@H:7]([CH2:6][C:5]3[CH:30]=[C:31]([I:32])[C:2]([N:1]=[CH:36][N:37]([CH3:39])[CH3:38])=[C:3]([F:33])[CH:4]=3)[CH2:8][S:9](=[O:28])(=[O:29])[CH2:10]2)[O:14][C:13]1=[O:16])([CH3:27])([CH3:25])[CH3:26]. Procedure details: To a suspension of (3aR,7S,7aS)-7-(4-amino-3-fluoro-5-iodo-benzyl)-3-(3-tert-butyl-benzyl)-5,5-dioxo-hexahydro-1-oxa-5lambda*6*-thia-3-aza-inden-2-one (2.0 g, 3.2 mmol) in toluene (20 mL) was added N,N-dimethylformamid-dimethylacetal (1.18 g, 9.6 mmol) and the reaction mixture was heated in the microwave oven for 0.5 h at 150° C. After evaporation the residue was purified by chromatography (CombiFlash, 40 g silica gel, hexane-EtOAc 10:1 to EtOAc) to yield the title compound as beige crystals: TL... The reactants are C(C)OC(C(=O)NC1=CC(=C(C(=C1)Cl)OC1=CC(=C(C=C1)O)S(=O)(=O)N1CCCC1)Cl)=O (N-{3,5-dichloro-4-[4-hydroxy-3-(pyrrolidine-1-sulfonyl)-phenoxy]-phenyl}-oxamic acid ethyl ester), Cl (HCl). The reagents and catalysts are [OH-].[K+] (KOH). Run in O (H2O), CO (MeOH). Run at time 2 hour. The product is ClC=1C=C(C=C(C1OC1=CC(=C(C=C1)O)S(=O)(=O)N1CCCC1)Cl)NC(C(=O)O)=O (N-{3,5-Dichloro-4-[4-hydroxy-3-(pyrrolidine-1-sulfonyl)-phenoxy]-phenyl}-oxamic acid). RXN SMILES: C([O:3][C:4](=[O:32])[C:5]([NH:7][C:8]1[CH:13]=[C:12]([Cl:14])[C:11]([O:15][C:16]2[CH:21]=[CH:20][C:19]([OH:22])=[C:18]([S:23]([N:26]3[CH2:30][CH2:29][CH2:28][CH2:27]3)(=[O:25])=[O:24])[CH:17]=2)=[C:10]([Cl:31])[CH:9]=1)=[O:6])C.Cl>O.CO.[OH-].[K+]>[Cl:14][C:12]1[CH:13]=[C:8]([NH:7][C:5](=[O:6])[C:4]([OH:32])=[O:3])[CH:9]=[C:10]([Cl:31])[C:11]=1[O:15][C:16]1[CH:21]=[CH:20][C:19]([OH:22])=[C:18]([S:23]([N:26]2[CH2:30][CH2:29][CH2:28][CH2:27]2)(=[O:25])=[O:24])[CH:17]=1 |f:4.5|. Reported procedure: A solution of N-{3,5-dichloro-4-[4-hydroxy-3-(pyrrolidine-1-sulfonyl)-phenoxy]-phenyl}-oxamic acid ethyl ester (10 mg, 0.02 mmol) in a mixture of H2O (0.5 mL) and MeOH (0.5 mL) was added 2 drops of 3N KOH. The reaction mixture was stirred at RT for 2 h, acidified with 1N HCl and extracted with EtOAc (4×5 mL). The combined organic extracts were dried and concentrated to afford the title compound as an off-white solid. NMR (400 MHz, CD3OD) d 7.96 (s, 2H), 7.02-7.06 (m, 2H), 6.95-6.98 (d, 1H), 3.28... Reactants: ClC1=C(C(=NS1)Cl)Cl (Trichloroisothiazole), Cl[Sb-](Cl)(Cl)(Cl)(Cl)Cl.C[O+](C)C (trimethyloxonium hexachloroantimonate). Run in CCOCC (ether). Product: Cl[Sb-](Cl)(Cl)(Cl)(Cl)Cl.C[N+]=1SC(=C(C1Cl)Cl)Cl (2-Methyl-3,4,5-trichloroisothiazolium hexachloroantimonate). The yield is 73.0%. Reaction SMILES: [Cl:1][C:2]1[S:6][N:5]=[C:4]([Cl:7])[C:3]=1[Cl:8].[Cl:9][Sb-:10]([Cl:15])([Cl:14])([Cl:13])([Cl:12])[Cl:11].[CH3:16][O+](C)C>CCOCC>[Cl:9][Sb-:10]([Cl:15])([Cl:14])([Cl:13])([Cl:12])[Cl:11].[CH3:16][N+:5]1[S:6][C:2]([Cl:1])=[C:3]([Cl:8])[C:4]=1[Cl:7] |f:1.2,4.5|. Procedure details: Trichloroisothiazole (10 ml) and trimethyloxonium hexachloroantimonate (7.9 g, 0.02 mol) were heated at 90° for 30 min. After cooling ether (150 ml) was added and the solid collected to yield 7.8 g (73%) of product, mp >240. Spectral data (NMR and IR) were consistent with the assigned structure.